This data is from the Open Reaction Database (ORD), a public repository of structured organic reaction records. The task is: describe an organic reaction: reactants, conditions, products, and yield Starting materials: C(=O)(OCC)C(CCC1=CC=CC=C1)NCC(=O)N1CC2(SCCS2)C[C@H]1C(=O)O (7-[N-(1-carboethoxy-3-phenylpropyl)glycyl]-1,4-dithia-7-azaspiro[4.4]nonane-8(S)-carboxylic acid), [OH-].[Na+] (sodium hydroxide). Product: C(=O)(O)C(CCC1=CC=CC=C1)NCC(=O)N1CC2(SCCS2)C[C@H]1C(=O)O (7-[N-(1-Carboxy-3-phenylpropyl)glycyl]-1,4-dithia-7-azaspiro[4.4]nonane-8(S)-carboxylic acid). As a reaction SMILES: [C:1]([CH:6]([NH:15][CH2:16][C:17]([N:19]1[C@H:27]([C:28]([OH:30])=[O:29])[CH2:26][C:21]2([S:25][CH2:24][CH2:23][S:22]2)[CH2:20]1)=[O:18])[CH2:7][CH2:8][C:9]1[CH:14]=[CH:13][CH:12]=[CH:11][CH:10]=1)([O:3]CC)=[O:2].[OH-].[Na+]>>[C:1]([CH:6]([NH:15][CH2:16][C:17]([N:19]1[C@H:27]([C:28]([OH:30])=[O:29])[CH2:26][C:21]2([S:25][CH2:24][CH2:23][S:22]2)[CH2:20]1)=[O:18])[CH2:7][CH2:8][C:9]1[CH:14]=[CH:13][CH:12]=[CH:11][CH:10]=1)([OH:3])=[O:2] |f:1.2|. Procedure details: As described in Example 24, hydrolyze 7-[N-(1-carboethoxy-3-phenylpropyl )glycyl]-1,4-dithia-7-azaspiro[4.4 ]nonane-8(S)-carboxylic acid (prepared as described in Example 31) with sodium hydroxide to give the title compound. The reactants are compound 149, C1(CCCC1)N1C2=C(N(C(C(C1)(F)F)=O)C)C=NC(=N2)NC2=CC(=C(C(=O)O)C=C2OC)F (4-(9-cyclopentyl-7,7-difluoro-5-methyl-6-oxo-6,7,8,9-tetrahydro-5H-pyrimido[5,4-b][1,4]diazepin-2-ylamino)-2-fluoro-5-methoxybenzoic acid), Cl.CN1CCN(CC1)CC=1C=C(N)C=CC1 (3-((4-methylpiperazin-1-yl)methyl)aniline hydrochloride). The product is C1(CCCC1)N1C2=C(N(C(C(C1)(F)F)=O)C)C=NC(=N2)NC2=CC(=C(C(=O)NC1=CC(=CC=C1)CN1CCN(CC1)C)C=C2OC)F (4-(9-cyclopentyl-7,7-difluoro-5-methyl-6-oxo-6,7,8,9-tetrahydro-5H-pyrimido[5,4-b][1,4]diazepin-2-ylamino)-2-fluoro-5-methoxy-N-(3-((4-methylpiperazin-1-yl)methyl)phenyl)benzamide). As a reaction SMILES: [CH:1]1([N:6]2[CH2:12][C:11]([F:14])([F:13])[C:10](=[O:15])[N:9]([CH3:16])[C:8]3[CH:17]=[N:18][C:19]([NH:21][C:22]4[C:30]([O:31][CH3:32])=[CH:29][C:25]([C:26](O)=[O:27])=[C:24]([F:33])[CH:23]=4)=[N:20][C:7]2=3)[CH2:5][CH2:4][CH2:3][CH2:2]1.Cl.[CH3:35][N:36]1[CH2:41][CH2:40][N:39]([CH2:42][C:43]2[CH:44]=[C:45]([CH:47]=[CH:48][CH:49]=2)[NH2:46])[CH2:38][CH2:37]1>>[CH:1]1([N:6]2[CH2:12][C:11]([F:13])([F:14])[C:10](=[O:15])[N:9]([CH3:16])[C:8]3[CH:17]=[N:18][C:19]([NH:21][C:22]4[C:30]([O:31][CH3:32])=[CH:29][C:25]([C:26]([NH:46][C:45]5[CH:47]=[CH:48][CH:49]=[C:43]([CH2:42][N:39]6[CH2:38][CH2:37][N:36]([CH3:35])[CH2:41][CH2:40]6)[CH:44]=5)=[O:27])=[C:24]([F:33])[CH:23]=4)=[N:20][C:7]2=3)[CH2:2][CH2:3][CH2:4][CH2:5]1 |f:1.2|. Reported procedure: The title compound was prepared in a manner analogous to compound 149 from 4-(9-cyclopentyl-7,7-difluoro-5-methyl-6-oxo-6,7,8,9-tetrahydro-5H-pyrimido[5,4-b][1,4]diazepin-2-ylamino)-2-fluoro-5-methoxybenzoic acid and 3-((4-methylpiperazin-1-yl)methyl)aniline hydrochloride with yield 43 mg (33%). 1H NMR (400 MHz, DMSO-d6) δ ppm 1.62 (br. s., 6H) 1.99 (br. s., 2H) 2.14 (s, 3H) 2.33 (br. s., 8H) 3.43 (s, 2H) 3.94 (s, 3H) 4.09 (t, J=13.89 Hz, 2H) 4.84 (br. s., 1H) 7.01 (d, J=7.58 Hz, 1H) 7.20-7.35 (... Starting materials: O/C=C/C(CC1=CC=CC=C1)=O ((3E)-4-hydroxy-1-phenylbut-3-en-2-one), Cl.CNC (dimethylamine hydrochloride), C(=O)([O-])[O-].[K+].[K+] (K2CO3). The solvent is C1CCOC1 (THF). Reaction conditions: time 8 hour. Product: CN(/C=C/C(CC1=CC=CC=C1)=O)C ((3E)-4-(dimethylamino)-1-phenylbut-3-en-2-one). Isolated yield 42.8%. RXN SMILES: O/[CH:2]=[CH:3]/[C:4](=[O:12])[CH2:5][C:6]1[CH:11]=[CH:10][CH:9]=[CH:8][CH:7]=1.Cl.[CH3:14][NH:15][CH3:16].C([O-])([O-])=O.[K+].[K+]>C1COCC1>[CH3:14][N:15]([CH3:16])/[CH:2]=[CH:3]/[C:4](=[O:12])[CH2:5][C:6]1[CH:11]=[CH:10][CH:9]=[CH:8][CH:7]=1 |f:1.2,3.4.5|. Procedure: A solution of (3E)-4-hydroxy-1-phenylbut-3-en-2-one (1.2 g, 7.4 mmol) in THF (20 mL) was added dimethylamine hydrochloride (1.8 g, 22.2 mmol), K2CO3 (6.1 g, 44.4 mmol) and the mixture was stirred at rt overnight. The mixture was concentrated and purified by flash column chromatography (PE/EtOAc=10:1) to give the title compound (0.6 g, 43%) as a yellow oil. [M+H] Calc'd for C12H15NO, 190. Found, 190. Reactants: COC1=C(CN(S(=O)(=O)C2=C(C=C(C(=C2)F)O[C@H]2[C@@H](CCC2)C2=CC=NN2C)F)C2=NC=NC=C2)C=CC(=C1)OC (N-(2,4-dimethoxybenzyl)-2,5-difluoro-4-{[(1R,2S)-2-(1-methyl-1H-pyrazol-5-yl)cyclopentyl]oxy}-N-(pyrimidin-4-yl)benzenesulfonamide), C(C)[SiH](CC)CC (triethylsilane), FC(C(=O)O)(F)F (trifluoroacetic acid). Solvent: ClCCl (dichloromethane). The product is FC1=C(C=C(C(=C1)O[C@H]1[C@@H](CCC1)C1=CC=NN1C)F)S(=O)(=O)NC1=NC=NC=C1 (2,5-Difluoro-4-{[(1R,2S)-2-(1-methyl-1H-pyrazol-5-yl)cyclopentyl]oxy}-N-(pyrimidin-4-yl)benzenesulfonamide). Isolated yield 74.2%. As a reaction SMILES: COC1C=C(OC)C=CC=1C[N:6]([C:30]1[CH:35]=[CH:34][N:33]=[CH:32][N:31]=1)[S:7]([C:10]1[CH:15]=[C:14]([F:16])[C:13]([O:17][C@@H:18]2[CH2:22][CH2:21][CH2:20][C@H:19]2[C:23]2[N:27]([CH3:28])[N:26]=[CH:25][CH:24]=2)=[CH:12][C:11]=1[F:29])(=[O:9])=[O:8].C([SiH](CC)CC)C.FC(F)(F)C(O)=O>ClCCl>[F:29][C:11]1[CH:12]=[C:13]([O:17][C@@H:18]2[CH2:22][CH2:21][CH2:20][C@H:19]2[C:23]2[N:27]([CH3:28])[N:26]=[CH:25][CH:24]=2)[C:14]([F:16])=[CH:15][C:10]=1[S:7]([NH:6][C:30]1[CH:35]=[CH:34][N:33]=[CH:32][N:31]=1)(=[O:8])=[O:9]. Procedure: The reaction and aftertreatment were conducted in the same manner as in Example 1b by using the N-(2,4-dimethoxybenzyl)-2,5-difluoro-4-{[(1R,2S)-2-(1-methyl-1H-pyrazol-5-yl)cyclopentyl]oxy}-N-(pyrimidin-4-yl)benzenesulfonamide (436 mg, 0.74 mmol) prepared in Example 78a, triethylsilane (0.20 mL), trifluoroacetic acid (2.0 mL) and dichloromethane (2.0 mL), to yield the title compound (239 mg, 74%) as a colorless solid. Reactants: NC=1C=C(C=CC1)C#CC=1C=NC=C(C(=O)OC)C1 (methyl 5-((3-aminophenyl)ethynyl)nicotinate), FC(C=1C=C(C(=O)O)C=CC1)(F)F (3-(trifluoromethyl)benzoic acid). Product: FC(C=1C=C(C(=O)NC=2C=C(C=CC2)C#CC=2C=NC=C(C(=O)OC)C2)C=CC1)(F)F (Methyl 5-((3-(3-(trifluoromethyl)benzamido)phenyl)ethynyl)nicotinate). Reaction SMILES: [NH2:1][C:2]1[CH:3]=[C:4]([C:8]#[C:9][C:10]2[CH:11]=[N:12][CH:13]=[C:14]([CH:19]=2)[C:15]([O:17][CH3:18])=[O:16])[CH:5]=[CH:6][CH:7]=1.[F:20][C:21]([F:32])([F:31])[C:22]1[CH:23]=[C:24]([CH:28]=[CH:29][CH:30]=1)[C:25](O)=[O:26]>>[F:20][C:21]([F:31])([F:32])[C:22]1[CH:23]=[C:24]([CH:28]=[CH:29][CH:30]=1)[C:25]([NH:1][C:2]1[CH:3]=[C:4]([C:8]#[C:9][C:10]2[CH:11]=[N:12][CH:13]=[C:14]([CH:19]=2)[C:15]([O:17][CH3:18])=[O:16])[CH:5]=[CH:6][CH:7]=1)=[O:26]. Procedure details: In a manner similar to that described in Example 1, methyl 5-((3-aminophenyl)ethynyl)nicotinate and 3-(trifluoromethyl)benzoic acid are converted to the title compound. The reactants are C(C1=CC=CC=C1)N1CC(C(CC1)C1=C(C=CC=C1)OC)=O (1-benzyl-4-(2-methoxyphenyl)piperidin-3-one), Br (hydrobromic acid), ice, [OH-].[NH4+] (ammonium hydroxide). Reaction SMILES: [CH2:1]([N:8]1[CH2:13][CH2:12][CH:11]([C:14]2[CH:19]=[CH:18][CH:17]=[CH:16][C:15]=2OC)[C:10](=[O:22])[CH2:9]1)[C:2]1[CH:7]=[CH:6][CH:5]=[CH:4][CH:3]=1.Br.[OH-].[NH4+]>C(O)(=O)C>[CH2:1]([N:8]1[CH2:13][CH2:12][C:11]2[C:14]3[CH:19]=[CH:18][CH:17]=[CH:16][C:15]=3[O:22][C:10]=2[CH2:9]1)[C:2]1[CH:3]=[CH:4][CH:5]=[CH:6][CH:7]=1 |f:2.3|. Yields the product C(C1=CC=CC=C1)N1CC2=C(CC1)C1=C(O2)C=CC=C1 (2-benzyl-1,2,3,4-tetrahydro[1]benzofuro[2,3-c]pyridine). Isolated yield 32.0%. Solvent: C(C)(=O)O (acetic acid). Reported procedure: The crude 1-benzyl-4-(2-methoxyphenyl)piperidin-3-one (0.7 g, 2.37 mmol) obtained in the previous step was dissolved in 4 mL of glacial acetic acid. To this solution, 48% hydrobromic acid (4 mL) was added, and the mixture was refluxed under N2 for 4 h. After cooling to room temperature, the reaction mixture was poured over ice cold ethyl acetate (50 mL) and concentrated ammonium hydroxide solution (50 mL). The organic phase was washed with water, brine, dried over anhydrous Na2SO4, filtered and ... Reactants: C1(=CC=CC=C1)N1C=NC2=C(C1=O)SC=C2C2=CC=CC=C2 (3,7-Diphenylthieno[3,2-d]pyrimidin-4(3H)-one), NC1=C(SC=C1C1=CC=CC=C1)C(=O)OC (methyl 3-amino-4-phenylthiophene-2-carboxylate), C(OCC)(OCC)OCC (triethyl orthoformate), NC1=CC=C(C=C)C=C1 (4-aminostyrene). Solvent: C(C)(=O)O (acetic acid). Yields the product C1(=CC=CC=C1)C1=CSC2=C1N=CN(C2=O)C2=CC=C(C=C2)C=C (7-Phenyl-3-(4-vinylphenyl)thieno[3,2-d]pyrimidin-4(3H)-one). The yield is 7.0%. Reaction SMILES: [C:1]1([N:7]2[C:12](=[O:13])[C:11]3[S:14][CH:15]=[C:16]([C:17]4[CH:22]=[CH:21][CH:20]=[CH:19][CH:18]=4)[C:10]=3[N:9]=[CH:8]2)[CH:6]=[CH:5][CH:4]=[CH:3][CH:2]=1.N[C:24]1C(C2C=CC=CC=2)=CS[C:25]=1C(OC)=O.C(OCC)(OCC)OCC.NC1C=CC(C=C)=CC=1>C(O)(=O)C>[C:17]1([C:16]2[C:10]3[N:9]=[CH:8][N:7]([C:1]4[CH:6]=[CH:5][C:4]([CH:24]=[CH2:25])=[CH:3][CH:2]=4)[C:12](=[O:13])[C:11]=3[S:14][CH:15]=2)[CH:18]=[CH:19][CH:20]=[CH:21][CH:22]=1. Reported procedure: In the same manner as the synthesis of Compound 1, methyl 3-amino-4-phenylthiophene-2-carboxylate (100 mg, 0.43 mmol), triethyl orthoformate (1 ml), 4-aminostyrene (97 mg, 0.81 mmol), and acetic acid (0.1 ml) were used to give 10 mg (0.030 mmol, 7% yield) of the title compound. Starting materials: O=C([O-])[O-], CS(C)=O, CCOCC, [Cl-], Cl, COc1cc(F)ccc1[N+](=O)[O-], [K+], [K+], OC1CCCNC1, [Na+]. Product: COc1cc(N2CCCC(O)C2)ccc1[N+](=O)[O-]. Reaction SMILES: [C:21](=[O:22])([O-:23])[O-:24].[CH3:27][S:28]([CH3:29])=[O:30].[CH3:31][CH2:32][O:33][CH2:34][CH3:35].[Cl-:37].[ClH:1].[F:9][c:10]1[cH:11][c:12]([O:19][CH3:20])[c:13]([N+:16](=[O:17])[O-:18])[cH:14][cH:15]1.[K+:25].[K+:26].[NH:2]1[CH2:3][CH:4]([OH:8])[CH2:5][CH2:6][CH2:7]1.[Na+:36]>>[N:2]1([c:10]2[cH:11][c:12]([O:19][CH3:20])[c:13]([N+:16](=[O:17])[O-:18])[cH:14][cH:15]2)[CH2:3][CH:4]([OH:8])[CH2:5][CH2:6][CH2:7]1. RXN SMILES: [CH3:1][O:2][c:3]1[cH:4][cH:5][c:6](-[c:10]2[n:11][s:12][c:13]3[c:14]2[cH:15][c:16]([N+:19]([O-:20])=[O:21])[cH:17][cH:18]3)[cH:7][c:8]1[CH3:9].[CH3:22][C:23](=[O:24])[OH:25].[CH3:27][CH2:28][O:29][C:30](=[O:31])[CH3:32].[Fe:26]>>[CH3:1][O:2][c:3]1[cH:4][cH:5][c:6](-[c:10]2[n:11][s:12][c:13]3[c:14]2[cH:15][c:16]([NH2:19])[cH:17][cH:18]3)[cH:7][c:8]1[CH3:9]. Yields the product COc1ccc(-c2nsc3ccc(N)cc23)cc1C. Reactants: COc1ccc(-c2nsc3ccc([N+](=O)[O-])cc23)cc1C, CC(=O)O, CCOC(C)=O, [Fe].